Dataset: the Open Reaction Database (ORD), a public repository of structured organic reaction records. Task: describe an organic reaction: reactants, conditions, products, and yield Starting materials: C(C)OC(=O)N1CCN(CC1)C(=O)C(CC1=C(C=CC=C1)O)NC(=O)C1=NC2=CC=CC=C2C(=C1)OC (2-[1-(4-(ethoxycarbonyl)piperazin-1-yl)carbonyl-2-(2-hydroxyphenyl)ethyl]aminocarbonyl-4-methoxyquinoline), CsCO3, BrCC(=O)OCC (ethyl bromoacetate). Run in CN(C)C=O (DMF). Reaction conditions: time 6 hour. Yields the product C(C)OC(=O)N1CCN(CC1)C(=O)C(CC1=C(C=CC=C1)OCC(=O)OCC)NC(=O)C1=NC2=CC=CC=C2C(=C1)OC (2-[1-(4-(ethoxycarbonyl)piperazin-1-yl)carbonyl-2-(2-(ethoxycarbonyl)methoxyphenyl)ethyl]aminocarbonyl-4-methoxyquinoline). Yield: 60.6%. Reaction SMILES: [CH2:1]([O:3][C:4]([N:6]1[CH2:11][CH2:10][N:9]([C:12]([CH:14]([NH:23][C:24]([C:26]2[CH:35]=[C:34]([O:36][CH3:37])[C:33]3[C:28](=[CH:29][CH:30]=[CH:31][CH:32]=3)[N:27]=2)=[O:25])[CH2:15][C:16]2[CH:21]=[CH:20][CH:19]=[CH:18][C:17]=2[OH:22])=[O:13])[CH2:8][CH2:7]1)=[O:5])[CH3:2].Br[CH2:39][C:40]([O:42][CH2:43][CH3:44])=[O:41]>CN(C=O)C>[CH2:1]([O:3][C:4]([N:6]1[CH2:7][CH2:8][N:9]([C:12]([CH:14]([NH:23][C:24]([C:26]2[CH:35]=[C:34]([O:36][CH3:37])[C:33]3[C:28](=[CH:29][CH:30]=[CH:31][CH:32]=3)[N:27]=2)=[O:25])[CH2:15][C:16]2[CH:21]=[CH:20][CH:19]=[CH:18][C:17]=2[O:22][CH2:39][C:40]([O:42][CH2:43][CH3:44])=[O:41])=[O:13])[CH2:10][CH2:11]1)=[O:5])[CH3:2]. Procedure: To a solution of 2-[1-(4-(ethoxycarbonyl)piperazin-1-yl)carbonyl-2-(2-hydroxyphenyl)ethyl]aminocarbonyl-4-methoxyquinoline (200 mg, 0.39 mmol) in DMF (5 mL) was added CsCO3 (260 mg, 0.8 mmol) and ethyl bromoacetate (120 mg, 0.7 mmol) and the reaction mixture was stirred at ambient temperature for 6 hours. The reaction mixture was partitioned in water and ethyl acetate and extracted with ethyl acetate. Combined organic layers were washed with water, brine, dried over sodium sulfate and concentrat... Product: ClC=1C=CC(=C(C1)C1=CC(=NC=C1)OC1CCC1)OC (4-(5-Chloro-2-methoxyphenyl)-2-(cyclobutyloxy)pyridine). RXN SMILES: Cl[C:2]1[CH:7]=[C:6]([C:8]2[CH:13]=[C:12]([Cl:14])[CH:11]=[CH:10][C:9]=2[O:15][CH3:16])[CH:5]=[CH:4][N:3]=1.[CH:17]1([OH:21])[CH2:20][CH2:19][CH2:18]1.CC(C)([O-])C.[K+]>O1CCOCC1>[Cl:14][C:12]1[CH:11]=[CH:10][C:9]([O:15][CH3:16])=[C:8]([C:6]2[CH:5]=[CH:4][N:3]=[C:2]([O:21][CH:17]3[CH2:20][CH2:19][CH2:18]3)[CH:7]=2)[CH:13]=1 |f:2.3|. Reaction conditions: temperature 101 celsius, time 15 hour. The solvent is O1CCOCC1 (1,4-dioxane). Procedure details: 2-Chloro-4-(5-chloro-2-methoxyphenyl)pyridine (Preparation 864, 150 mg, 0.00059 mol) and cyclobutanol (76.6 mg, 0.00106 mol) were dissolved in 1,4-dioxane (2 mL). Potassium tert-butoxide (132 mg, 0.00118 mol) was added and the solution stirred at 101° C. for 15 hours. The reaction was partitioned between ethyl acetate (15 mL) and a 10% aqueous solution of citric acid (10 mL). The organic layer was washed with water (10 mL) followed by a saturated aqueous sodium chloride solution (10 mL). The org... Starting materials: ClC1=NC=CC(=C1)C1=C(C=CC(=C1)Cl)OC (2-Chloro-4-(5-chloro-2-methoxyphenyl)pyridine), C1(CCC1)O (cyclobutanol), CC(C)([O-])C.[K+] (Potassium tert-butoxide). The yield is 114.1%. Starting materials: CC1=C(C=2NC(C(NC2C=C1[N+](=O)[O-])=O)=O)C(=O)OC (6-methyl-7-nitro-2,3-dioxo-1,2,3,4-tetrahydro-quinoxaline-5-carboxylic acid, methyl ester), [OH-].[Na+] (NaOH). Run in C1CCOC1 (THF). The product is CC1=C(C=2NC(C(NC2C=C1[N+](=O)[O-])=O)=O)C(=O)O (6-Methyl-7-nitro-2,3-dioxo-1,2,3,4-tetrahydro-quinoxaline-5-carboxylic acid). RXN SMILES: [CH3:1][C:2]1[C:11]([N+:12]([O-:14])=[O:13])=[CH:10][C:9]2[NH:8][C:7](=[O:15])[C:6](=[O:16])[NH:5][C:4]=2[C:3]=1[C:17]([O:19]C)=[O:18].[OH-].[Na+]>C1COCC1>[CH3:1][C:2]1[C:11]([N+:12]([O-:14])=[O:13])=[CH:10][C:9]2[NH:8][C:7](=[O:15])[C:6](=[O:16])[NH:5][C:4]=2[C:3]=1[C:17]([OH:19])=[O:18] |f:1.2|. Procedure: To a suspension of 6-methyl-7-nitro-2,3-dioxo-1,2,3,4-tetrahydro-quinoxaline-5-carboxylic acid, methyl ester (0.80 g, 2.87 mmol) in THF (50 mL) was added aqueous 1.0N NaOH (4.3 mL, 4.3 mmol), and the reaction mixture was refluxed for 23 hours. The product is precipitated upon acidification with conc. HCL and recrystallized from water to give 0.73 g (96%).